Dataset: the Open Reaction Database (ORD), a public repository of structured organic reaction records. Task: describe an organic reaction: reactants, conditions, products, and yield Reactants: magnesium salt, [OH-].[Mg+2].[OH-] (magnesium hydroxide), C(CCC(=O)C)(=O)O (levulinic acid), C(CCC(=O)C)(=O)O (Levulinic acid). Yields the product C(CCC(=O)C)(=O)[O-].[Mg+2].C(CCC(=O)C)(=O)[O-] (magnesium levulinate). As a reaction SMILES: [C:1]([OH:8])(=[O:7])[CH2:2][CH2:3][C:4]([CH3:6])=[O:5].[OH-].[Mg+2:10].[OH-]>>[C:1]([O-:8])(=[O:7])[CH2:2][CH2:3][C:4]([CH3:6])=[O:5].[Mg+2:10].[C:1]([O-:8])(=[O:7])[CH2:2][CH2:3][C:4]([CH3:6])=[O:5] |f:1.2.3,4.5.6|. Procedure: In another experiment, the feasibility of the decomposition of the magnesium salt of levulinic acid was assessed using thermogravimetric analysis (TGA). Levulinic acid was neutralized using magnesium hydroxide to produce magnesium levulinate which was dried in an oven. Experiments were conducted using a TA Instruments Q500 TGA. Approximately 5 mg samples were loaded onto platinum pans as very thin layers. Run in O (water). The reactants are Cl.ClC1=C(N)C=CC=C1OC (2-chloro-3-methoxyaniline hydrochloride), C(CC(=O)O)(=O)O (malonic acid), O(Cl)Cl.[P] (phosphorus oxochloride). Product: ClC1=NC2=C(C(=CC=C2C(=C1)Cl)OC)Cl (2,4,8-trichloro-7-methoxyquinoline). The yield is 74.0%. RXN SMILES: [ClH:1].[Cl:2][C:3]1[C:9]([O:10][CH3:11])=[CH:8][CH:7]=[CH:6][C:4]=1[NH2:5].[C:12](O)(=O)[CH2:13][C:14](O)=O.O(Cl)[Cl:20].[P]>O>[Cl:1][C:14]1[CH:13]=[C:12]([Cl:20])[C:6]2[C:4](=[C:3]([Cl:2])[C:9]([O:10][CH3:11])=[CH:8][CH:7]=2)[N:5]=1 |f:0.1,3.4|. Reported procedure: A mixture of 2-chloro-3-methoxyaniline hydrochloride 215d (15 g, 1 eq.), malonic acid (12.06 g, 1.5 eq.), and phosphorus oxochloride (80 mL) was refluxed for 16 hrs. The reaction mixture was slowly poured into water and extracted with DCM. The organic layer was dried over Na2SO4, filtered, and concentrated under reduced pressure. The crude material was purified on silica pad, eluted with DCM, to yield compound 220d as a white solid in 74% yield. 1H NMR (CDCl3, 376 MHz) δ 4.10 (s, 3H), 7.43 (t, J... The reactants are BrC1=CC=C(OC2=CC=C(C=C2)S(=O)(=O)CC2(CCOCC2)C(=O)O)C=C1 (4-[4-(4-bromophenoxy)phenylsulfonylmethyl]-tetrahydropyran-4-carboxylic acid), S1C(=CC=C1)B(O)O (2-thiophene boronic acid), C([O-])([O-])=O.[Na+].[Na+] (sodium carbonate). Reagents/catalysts: C1=CC=C(C=C1)P(C2=CC=CC=C2)C3=CC=CC=C3.C1=CC=C(C=C1)P(C2=CC=CC=C2)C3=CC=CC=C3.C1=CC=C(C=C1)P(C2=CC=CC=C2)C3=CC=CC=C3.C1=CC=C(C=C1)P(C2=CC=CC=C2)C3=CC=CC=C3.[Pd] (tetrakis(triphenylphosphine)palladium(O)). Solvent: CN(C=O)C (N,N-dimethylformamide). Yields the product S1C(=CC=C1)C1=CC=C(OC2=CC=C(C=C2)S(=O)(=O)CC2(CCOCC2)C(=O)O)C=C1 (4-[4-(4-(thiophen-2-yl)phenoxy)phenylsulfonylmethyl]-tetrahydropyran-4-carboxylic acid). Yield: 93.7%. RXN SMILES: Br[C:2]1[CH:27]=[CH:26][C:5]([O:6][C:7]2[CH:12]=[CH:11][C:10]([S:13]([CH2:16][C:17]3([C:23]([OH:25])=[O:24])[CH2:22][CH2:21][O:20][CH2:19][CH2:18]3)(=[O:15])=[O:14])=[CH:9][CH:8]=2)=[CH:4][CH:3]=1.[S:28]1[CH:32]=[CH:31][CH:30]=[C:29]1B(O)O.C(=O)([O-])[O-].[Na+].[Na+]>CN(C)C=O.C1C=CC(P(C2C=CC=CC=2)C2C=CC=CC=2)=CC=1.C1C=CC(P(C2C=CC=CC=2)C2C=CC=CC=2)=CC=1.C1C=CC(P(C2C=CC=CC=2)C2C=CC=CC=2)=CC=1.C1C=CC(P(C2C=CC=CC=2)C2C=CC=CC=2)=CC=1.[Pd]>[S:28]1[CH:32]=[CH:31][CH:30]=[C:29]1[C:2]1[CH:27]=[CH:26][C:5]([O:6][C:7]2[CH:8]=[CH:9][C:10]([S:13]([CH2:16][C:17]3([C:23]([OH:25])=[O:24])[CH2:18][CH2:19][O:20][CH2:21][CH2:22]3)(=[O:14])=[O:15])=[CH:11][CH:12]=2)=[CH:4][CH:3]=1 |f:2.3.4,6.7.8.9.10|. Procedure details: To a solution of 4-[4-(4-bromophenoxy)phenylsulfonylmethyl]-tetrahydropyran-4-carboxylic acid (1.10 g, 2.42 mmol) of in N,N-dimethylformamide (15 mL) was added tetrakis(triphenylphosphine)palladium(O) (108 mg), 2-thiophene boronic acid (857 mg, 6.70 mmol), followed by 2M aqueous sodium carbonate (2.7 mL, 5.4 mmol). The reaction was heated to reflux for 10 hours, cooled to room temperature, and the mixture partitioned between methylene chloride (100 mL) and 1N aqueous hydrochloric acid (20 mL). T... Reactants: C(C)OCCO (2-ethoxyethanol), CN(C)C=1C=CC(=CC1)C(=O)C=2C=CC(=CC2)N(C)C (Michler's ketone), CN(C)C1=CC=C(C=C1)C(C2=CC=C(C=C2)N(C)C)C3=CC=C(C=C3)N(C)C (Leuco Crystal Violet), CC(Cl)(Cl)Cl (methyl chloroform), solution. Solvent: CC(CC)=O (2-butanone). Conditions: time 1 hour. Yields the product C(C(=C)C)(=O)OC (methyl methacrylate), C(C(=C)C)(=O)O (methacrylic acid). RXN SMILES: [CH2:1]([O:3]CCO)C.CN(C1C=CC([C:16]([C:18]2[CH:19]=CC(N(C)C)=C[CH:23]=2)=[O:17])=CC=1)C.CN(C1C=CC(C(C2C=CC(N(C)C)=CC=2)C2C=CC(N(C)C)=CC=2)=CC=1)C.CC(Cl)(Cl)Cl>CC(=O)CC>[C:16]([O:3][CH3:1])(=[O:17])[C:18]([CH3:19])=[CH2:23].[C:16]([OH:3])(=[O:17])[C:18]([CH3:19])=[CH2:23]. Procedure: A solution of 15 g of a 9:1 copolymer of methyl methacrylate and methacrylic acid in 30 g of 2-butanone was prepared by warming at 45° for 0.5 hr. To this solution was added 90 g of 2-ethoxyethanol, 15 g of Epocryl® 12, 1.2 g of 2-o-chlorophenyl-4,5-diphenylimidazolyl dimer, 0.9 g of Michler's ketone, 0.06 g of Leuco Crystal Violet, 0.30 g of C.I. Solvent Red Dye #109 and 10 g of methyl chloroform, and the mixture was dissolved by rolling for 1 hour. After standing overnight the solution was fil... Starting materials: O=C1SC[C@H](N1)C(=O)O ((4R)-2-oxo-4-thiazolidinecarboxylic acid), Cl.CC(CO[N+](=O)[O-])[C@@H]1CC[C@H](CC1)CN (trans-4-(1-methyl-2-nitroxyethyl)cyclohexylmethylamine hydrochloride). Product: CC(CO[N+](=O)[O-])[C@@H]1CC[C@H](CC1)CNC(=O)[C@H]1NC(SC1)=O (N-[Trans-4-(1-methyl-2-nitroxyethyl)cyclohexylmethyl]-(4R)-2-oxothiazolidin-4-yl-carboxamide). As a reaction SMILES: [O:1]=[C:2]1[NH:6][C@H:5]([C:7]([OH:9])=O)[CH2:4][S:3]1.Cl.[CH3:11][CH:12]([C@H:18]1[CH2:23][CH2:22][C@H:21]([CH2:24][NH2:25])[CH2:20][CH2:19]1)[CH2:13][O:14][N+:15]([O-:17])=[O:16]>>[CH3:11][CH:12]([C@H:18]1[CH2:23][CH2:22][C@H:21]([CH2:24][NH:25][C:7]([C@@H:5]2[CH2:4][S:3][C:2](=[O:1])[NH:6]2)=[O:9])[CH2:20][CH2:19]1)[CH2:13][O:14][N+:15]([O-:17])=[O:16] |f:1.2|. Procedure: 91 mg of the desired-compound were obtained as a colorless oil using similar procedures to those in Example 3 by using 76.9 mg of (4R)-2-oxo-4-thiazolidinecarboxylic acid and 110 mg of trans-4-(1-methyl-2-nitroxyethyl)cyclohexylmethylamine hydrochloride. The reactants are O1N=CC=C1C1=C(C=CC=C1)CO ((2-isoxazol-5-yl-phenyl)-methanol). The reagents and catalysts are [O-2].[O-2].[Mn+4] (manganese dioxide), [O-2].[O-2].[Mn+4] (manganese dioxide). Solvent: C1CCOC1 (THF). Run at time 18 hour. Product: O1N=CC=C1C1=C(C=O)C=CC=C1 (2-isoxazol-5-yl-benzaldehyde). Isolated yield 29.8%. RXN SMILES: [O:1]1[C:5]([C:6]2[CH:11]=[CH:10][CH:9]=[CH:8][C:7]=2[CH2:12][OH:13])=[CH:4][CH:3]=[N:2]1>C1COCC1.[O-2].[O-2].[Mn+4]>[O:1]1[C:5]([C:6]2[CH:11]=[CH:10][CH:9]=[CH:8][C:7]=2[CH:12]=[O:13])=[CH:4][CH:3]=[N:2]1 |f:2.3.4|. Procedure details: To a solution of (2-isoxazol-5-yl-phenyl)-methanol (170 mg, 0.97 mmol) in THF (9 mL) is added manganese dioxide (1.29 g, 14.55 mmol). The reaction mixture is stirred at room temperature for 18 hours. After this time, the reaction mixture is filtered through celite and the filtrate is concentrated in vacuo and is redissolved in THF (11 mL) and more manganese dioxide (1.07 g, 10.46 mmol) is added. The reaction mixture is stirred at room temperature for 65 hours. After this time, the reaction mixtu... The reactants are Cc1c(Cc2ccc(Br)cc2)c(=O)[nH]c2c(Cl)ccc(OCC(=O)OC(C)(C)C)c12, FC(F)Cl. Yields the product Cc1c(Cc2ccc(Br)cc2)c(OC(F)F)nc2c(Cl)ccc(OCC(=O)OC(C)(C)C)c12. RXN SMILES: [C:1]([CH3:2])([CH3:3])([CH3:4])[O:5][C:6]([CH2:7][O:8][c:9]1[c:10]2[c:11]([CH3:29])[c:12]([CH2:21][c:22]3[cH:23][cH:24][c:25]([Br:28])[cH:26][cH:27]3)[c:13](=[O:20])[nH:14][c:15]2[c:16]([Cl:19])[cH:17][cH:18]1)=[O:30].[Cl:31][CH:32]([F:33])[F:34]>>[C:1]([CH3:2])([CH3:3])([CH3:4])[O:5][C:6]([CH2:7][O:8][c:9]1[c:10]2[c:11]([CH3:29])[c:12]([CH2:21][c:22]3[cH:23][cH:24][c:25]([Br:28])[cH:26][cH:27]3)[c:13]([O:20][CH:32]([F:33])[F:34])[n:14][c:15]2[c:16]([Cl:19])[cH:17][cH:18]1)=[O:30]. Starting materials: OC=1C=C(C=CC1)C(OCCI)=C1C2CC3CC(CC1C3)C2 ([(3-hydroxyphenyl)(2-iodoethoxy)methylene]adamantane), C1CCOC1 (THF), liquid, N (ammonia). The solvent is C(=O)=O (dry ice). Run at temperature 40 celsius. Yields the product NCCOC(C1=CC(=CC=C1)O)=C1C2CC3CC(CC1C3)C2 ([(2-Aminoethoxy)(3-hydroxyphenyl)methylene]adamantane). Isolated yield 90.0%. As a reaction SMILES: [OH:1][C:2]1[CH:3]=[C:4]([C:8](=[C:13]2[CH:20]3[CH2:21][CH:16]4[CH2:17][CH:18]([CH2:22][CH:14]2[CH2:15]4)[CH2:19]3)[O:9][CH2:10][CH2:11]I)[CH:5]=[CH:6][CH:7]=1.C1COCC1.[NH3:28]>C(=O)=O>[NH2:28][CH2:11][CH2:10][O:9][C:8](=[C:13]1[CH:20]2[CH2:21][CH:16]3[CH2:17][CH:18]([CH2:22][CH:14]1[CH2:15]3)[CH2:19]2)[C:4]1[CH:5]=[CH:6][CH:7]=[C:2]([OH:1])[CH:3]=1. Procedure: A solution of [(3-hydroxyphenyl)(2-iodoethoxy)methylene]adamantane (3.0 g, 0.01 mol) in a minimum amount of THF was added into 10 mL of liquid ammonia in a sealed tube which was kept in dry ice. After sealing the tube this was heated at 40° C. in an oil bath for 17 h. The reaction mixture was cooled down and solvent evaporated to obtain a white solid. This material was extracted with methylene chloride. The combined organic layers were washed with water, dried over MgSO4, and concentrated to giv... RXN SMILES: [C:30](=[O:31])([O-:32])[O-:33].[Cl:1][c:2]1[c:3]2[c:4]([n:5][cH:6][cH:7]1)[cH:8][c:9](-[c:11]1[cH:12][n:13][c:14]([O:17][CH3:18])[cH:15][cH:16]1)[s:10]2.[Cl:49][CH2:50][Cl:51].[F:19][c:20]1[c:21]([OH:29])[cH:22][cH:23][c:24]([N+:26](=[O:27])[O-:28])[cH:25]1.[K+:34].[K+:35].[O:36]([c:37]1[cH:38][cH:39][cH:40][cH:41][cH:42]1)[c:43]1[cH:44][cH:45][cH:46][cH:47][cH:48]1>>[c:2]1([O:29][c:21]2[c:20]([F:19])[cH:25][c:24]([N+:26](=[O:27])[O-:28])[cH:23][cH:22]2)[c:3]2[c:4]([n:5][cH:6][cH:7]1)[cH:8][c:9](-[c:11]1[cH:12][n:13][c:14]([O:17][CH3:18])[cH:15][cH:16]1)[s:10]2. Reactants: O=C([O-])[O-], COc1ccc(-c2cc3nccc(Cl)c3s2)cn1, ClCCl, O=[N+]([O-])c1ccc(O)c(F)c1, [K+], [K+], c1ccc(Oc2ccccc2)cc1. The product is COc1ccc(-c2cc3nccc(Oc4ccc([N+](=O)[O-])cc4F)c3s2)cn1. Starting materials: N1=C(N=CC=C1)CNCCN (N-(2-pyrimidylmethyl)ethylenediamine), CSC(N[N+](=O)[O-])=N (S-methyl-N-nitroisothiourea). The product is [N+](=O)([O-])NC(=N)NCCNCC1=NC=CC=N1 (N-nitro-N'-[2-(2-pyrimidylmethylamino)-ethyl]guanidine). RXN SMILES: [N:1]1[CH:6]=[CH:5][CH:4]=[N:3][C:2]=1[CH2:7][NH:8][CH2:9][CH2:10][NH2:11].CS[C:14](=[NH:19])[NH:15][N+:16]([O-:18])=[O:17]>>[N+:16]([NH:15][C:14]([NH:11][CH2:10][CH2:9][NH:8][CH2:7][C:2]1[N:3]=[CH:4][CH:5]=[CH:6][N:1]=1)=[NH:19])([O-:18])=[O:17]. Reported procedure: Reaction of N-(2-pyrimidylmethyl)ethylenediamine with S-methyl-N-nitroisothiourea by the procedure of Example 2(ii) gives N-nitro-N'-[2-(2-pyrimidylmethylamino)-ethyl]guanidine. Similarly, from the same starting material, according to the procedure of Example 2(iii), there is produced N-methyl-N'-nitro-N"-[2-(2-pyrimidylmethylamino)ethyl]guanidine.